This data is from the Open Reaction Database (ORD), a public repository of structured organic reaction records. The task is: describe an organic reaction: reactants, conditions, products, and yield The reactants are COC1=CC=C(C(=O)NC=2C(=CC=CC2)NC(=O)C2CCNCC2)C=C1 (N1-(4-methoxybenzoyl)-N2-(piperidin-4-ylcarbonyl)-1,2-benzenediamine), O1C=C(C=C1)C=O (3-furaldehyde). The product is COC1=CC=C(C(=O)NC=2C(=CC=CC2)NC(=O)C2CCN(CC2)CC2=COC=C2)C=C1 (N1-(4-Methoxybenzoyl)-N2-[1-(3-furylmethyl)piperidin-4-ylcarbonyl]-1,2-benzenediamine). RXN SMILES: [CH3:1][O:2][C:3]1[CH:26]=[CH:25][C:6]([C:7]([NH:9][C:10]2[C:11]([NH:16][C:17]([CH:19]3[CH2:24][CH2:23][NH:22][CH2:21][CH2:20]3)=[O:18])=[CH:12][CH:13]=[CH:14][CH:15]=2)=[O:8])=[CH:5][CH:4]=1.[O:27]1[CH:31]=[CH:30][C:29]([CH:32]=O)=[CH:28]1>>[CH3:1][O:2][C:3]1[CH:4]=[CH:5][C:6]([C:7]([NH:9][C:10]2[C:11]([NH:16][C:17]([CH:19]3[CH2:20][CH2:21][N:22]([CH2:32][C:29]4[CH:30]=[CH:31][O:27][CH:28]=4)[CH2:23][CH2:24]3)=[O:18])=[CH:12][CH:13]=[CH:14][CH:15]=2)=[O:8])=[CH:25][CH:26]=1. Procedure details: Using the general procedure described in Example 3, N1-(4-methoxybenzoyl)-N2-(piperidin-4-ylcarbonyl)-1,2-benzenediamine (0.045 mmol) was reacted with 3-furaldehyde to provide 19 mg of the title product as the free base. Treatment with hydrochloric acid and concentration in vacuo yielded the salt of the title compound. The reactants are C(C(=O)CC(=O)O)C(=O)O (Acetone-1,3-dicarboxylic acid), C(C)(=O)OC(C)=O (acetic anhydride). The solvent is C1(=CC=CC=C1)C (toluene). Conditions: temperature 35 celsius, time 24 hour. Product: C(C)(=O)OC=1CC(OC(C1)=O)=O (2,6-dioxo-3,6-dihydro-2H-pyran-4-yl acetate). Yield: 54.2%. RXN SMILES: [CH2:1]([C:8]([OH:10])=[O:9])[C:2]([CH2:4][C:5]([OH:7])=O)=[O:3].[C:11](OC(=O)C)(=[O:13])[CH3:12]>C1(C)C=CC=CC=1>[C:11]([O:7][C:5]1[CH2:4][C:2](=[O:3])[O:1][C:8](=[O:9])[CH:10]=1)(=[O:13])[CH3:12]. Reported procedure: Acetone-1,3-dicarboxylic acid (30 g; 205 mmol) was added in portions to acetic anhydride (55 ml; 582 mmol) and the mixture was stirred at 35° C. for 24 h. The reaction mixture was diluted with toluene (200 ml) and kept at 4° C. for 3 h. A precipitate was isolated by filtration, washed with toluene and dried under reduced pressure to furnish 18.91 g (54%) of 2,6-dioxo-3,6-dihydro-2H-pyran-4-yl acetate as a light brown solid. The reactants are C(C)NC(=O)C1=CC=C(C=C1)N1N=NC(=C1COC1=CC(=CC=C1)F)C(=O)NCCO (1-{4-[(ethylamino)carbonyl]phenyl}-5-[(3-fluorophenoxy)methyl]-N-(2-hydroxyethyl)-1H-1,2,3-triazole-4-carboxamide), N1=CC=CC=C1 (pyridine), C(C)(=O)OC(C)=O (acetic anhydride), Cl (Hydrochloric acid). Run in C(Cl)Cl (methylene chloride). Run at time 10 hour. Product: C(C)(=O)OCCNC(=O)C=1N=NN(C1COC1=CC(=CC=C1)F)C1=CC=C(C=C1)C(=O)NCC (2-[({1-{4-[(ethylamino)carbonyl]phenyl}-5-[(3-fluorophenoxy)methyl]-1H-1,2,3-triazol-4-yl}carbonyl)amino]ethyl acetate). Reaction SMILES: [CH2:1]([NH:3][C:4]([C:6]1[CH:11]=[CH:10][C:9]([N:12]2[C:16]([CH2:17][O:18][C:19]3[CH:24]=[CH:23][CH:22]=[C:21]([F:25])[CH:20]=3)=[C:15]([C:26]([NH:28][CH2:29][CH2:30][OH:31])=[O:27])[N:14]=[N:13]2)=[CH:8][CH:7]=1)=[O:5])[CH3:2].N1C=CC=CC=1.[C:38](OC(=O)C)(=[O:40])[CH3:39].Cl>C(Cl)Cl>[C:38]([O:31][CH2:30][CH2:29][NH:28][C:26]([C:15]1[N:14]=[N:13][N:12]([C:9]2[CH:8]=[CH:7][C:6]([C:4]([NH:3][CH2:1][CH3:2])=[O:5])=[CH:11][CH:10]=2)[C:16]=1[CH2:17][O:18][C:19]1[CH:24]=[CH:23][CH:22]=[C:21]([F:25])[CH:20]=1)=[O:27])(=[O:40])[CH3:39]. Reported procedure: To a solution of 1-{4-[(ethylamino)carbonyl]phenyl}-5-[(3-fluorophenoxy)methyl]-N-(2-hydroxyethyl)-1H-1,2,3-triazole-4-carboxamide (500 mg) obtained in Example 498 in methylene chloride (10 ml) were added pyridine (0.2 ml) and acetic anhydride (0.17 ml), and the mixture was stirred at room temperature for 10 hr. 1N Hydrochloric acid was added to the reaction mixture, and the mixture was extracted with ethyl acetate and washed with saturated brine. The organic layer was dried over anhydrous sodiu... Procedure details: To a solution of EXAMPLE 106A (5.5 g) in N,N-dimethylformamide (60 mL) was added 1-(3-bromopropoxy)naphthalene (5.4 g) and Cs2CO3 (22 g). The mixture was stirred overnight at room temperature. The mixture was diluted with ether (300 mL) and water (200 mL). The aqueous layer was extracted with ether twice. The combined extracts were washed with water (×3), brine and dried over Na2SO4. Concentration of the mixture gave crude product, which was purified by flash chromatography (2% ethyl acetate in ... Yields the product BrC1=C2C=C(N(C2=CC=C1)CCCOC1=CC=CC2=CC=CC=C12)C(=O)OCC (ethyl 4-bromo-1-(3-(naphthalen-1-yloxy)propyl)-1H-indole-2-carboxylate). RXN SMILES: [Br:1][C:2]1[CH:10]=[CH:9][CH:8]=[C:7]2[C:3]=1[CH:4]=[C:5]([C:11]([O:13][CH2:14][CH3:15])=[O:12])[NH:6]2.Br[CH2:17][CH2:18][CH2:19][O:20][C:21]1[C:30]2[C:25](=[CH:26][CH:27]=[CH:28][CH:29]=2)[CH:24]=[CH:23][CH:22]=1.C([O-])([O-])=O.[Cs+].[Cs+]>CN(C)C=O.CCOCC.O>[Br:1][C:2]1[CH:10]=[CH:9][CH:8]=[C:7]2[C:3]=1[CH:4]=[C:5]([C:11]([O:13][CH2:14][CH3:15])=[O:12])[N:6]2[CH2:17][CH2:18][CH2:19][O:20][C:21]1[C:30]2[C:25](=[CH:26][CH:27]=[CH:28][CH:29]=2)[CH:24]=[CH:23][CH:22]=1 |f:2.3.4|. The reactants are BrC1=C2C=C(NC2=CC=C1)C(=O)OCC (ethyl 4-bromo-1H-indole-2-carboxylate), BrCCCOC1=CC=CC2=CC=CC=C12 (1-(3-bromopropoxy)naphthalene), C(=O)([O-])[O-].[Cs+].[Cs+] (Cs2CO3). Run at time 8 hour. Solvent: CN(C=O)C (N,N-dimethylformamide), CCOCC (ether), O (water). The reactants are N1CCOCC1 (morpholine), C(C1=CC=CC=C1)N(CC(=O)OCC)S(=O)(=O)Cl (ethyl 2-[benzyl-(chlorosulfonyl)amino]acetate), 6h, Cl (HCl). Run in C(Cl)Cl (methylene chloride), C(Cl)Cl (methylene chloride). Product: C(C1=CC=CC=C1)N(CC(=O)OCC)S(=O)(=O)N1CCOCC1 (ethyl 2-[benzyl-(morpholine-4-sulfonyl)amino]acetate). Isolated yield 6.0%. As a reaction SMILES: [NH:1]1[CH2:6][CH2:5][O:4][CH2:3][CH2:2]1.[CH2:7]([N:14]([S:21](Cl)(=[O:23])=[O:22])[CH2:15][C:16]([O:18][CH2:19][CH3:20])=[O:17])[C:8]1[CH:13]=[CH:12][CH:11]=[CH:10][CH:9]=1.Cl>C(Cl)Cl>[CH2:7]([N:14]([S:21]([N:1]1[CH2:6][CH2:5][O:4][CH2:3][CH2:2]1)(=[O:22])=[O:23])[CH2:15][C:16]([O:18][CH2:19][CH3:20])=[O:17])[C:8]1[CH:9]=[CH:10][CH:11]=[CH:12][CH:13]=1. Procedure: A solution of morpholine (1.05 ml, 12 mmol) and triethylanrine (1.84 ml, 12 mmol) in methylene chloride (10 ml) was added to a solution of ethyl 2-[benzyl-(chlorosulfonyl)-amino]acetate (2.3 g, 8.3 mmol), [prepared as described in Step 1 above], in methylene chloride (30 ml) at 0° C. The reaction mixture was slowly allowed to warm to RT and after 6h 1M HCl was added. The product was extracted into methylene chloride, washed with brine, and dried over MgSO4. The organics were removed in vacuo and... Reactants: N12CCN(C(CC1)CC2)C(=O)C=2OC(=CC2)C2=CC=C(C=C2)N ((1,4-diaza-bicyclo[3.2.2]non-4-yl)-5-(4-aminophenyl)-furan-2-yl-methanone), C(C)OC=O (ethylformate). The product is N12CCN(C(CC1)CC2)C(=O)C=2OC(=CC2)C2=CC=C(C=C2)NC=O ((1,4-Diaza-bicyclo[3.2.2]-non-4-yl)-5-(4-formylaminophenyl)-furan-2-yl-methanone). As a reaction SMILES: [N:1]12[CH2:9][CH2:8][CH:5]([CH2:6][CH2:7]1)[N:4]([C:10]([C:12]1[O:13][C:14]([C:17]3[CH:22]=[CH:21][C:20]([NH2:23])=[CH:19][CH:18]=3)=[CH:15][CH:16]=1)=[O:11])[CH2:3][CH2:2]2.[CH2:24]([O:26]C=O)C>>[N:1]12[CH2:7][CH2:6][CH:5]([CH2:8][CH2:9]1)[N:4]([C:10]([C:12]1[O:13][C:14]([C:17]3[CH:22]=[CH:21][C:20]([NH:23][CH:24]=[O:26])=[CH:19][CH:18]=3)=[CH:15][CH:16]=1)=[O:11])[CH2:3][CH2:2]2. Procedure details: A mixture of (1,4-diaza-bicyclo[3.2.2]non-4-yl)-5-(4-aminophenyl)-furan-2-yl-methanone (0.50 g; 1.6 mmol) and ethylformate (30 ml) was stirred at reflux for 9 days. The mixture was evaporated. Aqueous sodium hydroxide (20 ml; 1M) was added followed by extraction with dichloromethane (3×20 ml). The crude mixture was purified by silica gel chromatography, using a mixture of dichloromethane:methanol (9:1) and 1% methanol as eluent. The product was isolated as the free base. Yield 0.29 g (53%). Mp. ... Reactants: CCc1c(N2CCOCC2=O)cccc1S(=O)(=O)NC(CNC(=O)c1ccc(Cl)s1)C(=O)N1CCOC(C)C1, C1COCCO1, CCN(C(C)C)C(C)C, ClCCl, CCc1c(-c2cc(Cl)cn(C)c2=O)cccc1S(=O)(=O)Cl, ClCCl, CC1COCCN1C(=O)C(N)CNC(=O)c1ccc(Cl)s1. The product is CCc1c(-c2cc(Cl)cn(C)c2=O)cccc1S(=O)(=O)NC(CNC(=O)c1ccc(Cl)s1)C(=O)N1CCOCC1C. RXN SMILES: [CH2:22]([c:23]1[c:24]([N:25]2[CH2:26][CH2:27][O:28][CH2:29][C:30]2=[O:31])[cH:32][cH:33][cH:34][c:35]1[S:36]([NH:37][CH:38]([C:39]([N:40]1[CH2:41][CH2:42][O:43][CH:44]([CH3:45])[CH2:46]1)=[O:47])[CH2:48][NH:49][C:50]([c:51]1[s:52][c:53]([Cl:54])[cH:55][cH:56]1)=[O:57])(=[O:58])=[O:59])[CH3:60].[CH2:94]1[O:95][CH2:96][CH2:97][O:98][CH2:99]1.[CH:61]([N:62]([CH2:63][CH3:64])[CH:65]([CH3:66])[CH3:67])([CH3:68])[CH3:69].[Cl:100][CH2:101][Cl:102].[Cl:70][c:71]1[cH:72][c:73](-[c:79]2[c:80]([CH2:89][CH3:90])[c:81]([S:85](=[O:86])(=[O:87])[Cl:88])[cH:82][cH:83][cH:84]2)[c:74](=[O:78])[n:75]([CH3:77])[cH:76]1.[Cl:91][CH2:92][Cl:93].[NH2:1][CH:2]([CH2:3][NH:4][C:5](=[O:6])[c:7]1[s:8][c:9]([Cl:12])[cH:10][cH:11]1)[C:13](=[O:14])[N:15]1[CH:16]([CH3:21])[CH2:17][O:18][CH2:19][CH2:20]1>>[NH:1]([CH:2]([CH2:3][NH:4][C:5](=[O:6])[c:7]1[s:8][c:9]([Cl:12])[cH:10][cH:11]1)[C:13](=[O:14])[N:15]1[CH:16]([CH3:21])[CH2:17][O:18][CH2:19][CH2:20]1)[S:85]([c:81]1[c:80]([CH2:89][CH3:90])[c:79](-[c:73]2[cH:72][c:71]([Cl:70])[cH:76][n:75]([CH3:77])[c:74]2=[O:78])[cH:84][cH:83][cH:82]1)(=[O:86])=[O:87]. Reactants: C(C)(C)(C)OC(=O)N1CCC(CC1)C=1C(=NN(C1OC)C)C(F)(F)F (tert-butoxycarbonyl-4-(5-methoxy-1-methyl-3-(trifluoromethyl)-(1H)-pyrazol-4-yl)piperidine), C(C)(C)(C)OC(=O)N1CCC(CC1)C=1C(=NN(C1C(F)(F)F)C)OC (tert-butoxycarbonyl-4-(3-methoxy-1-methyl-5-(trifluoromethyl)-(1H)-pyrazol-4-yl)piperidine). Solvent: N1CCCCC1 (Piperidine). The product is COC1=C(C(=NN1C)C(F)(F)F)C1CCNCC1 (4-(5-Methoxy-1-methyl-3-(trifluoromethyl)-(1H)-pyrazol-4-yl)piperidine). Reaction SMILES: C(OC([N:8]1[CH2:13][CH2:12][CH:11]([C:14]2[C:15]([C:22]([F:25])([F:24])[F:23])=[N:16][N:17]([CH3:21])[C:18]=2[O:19][CH3:20])[CH2:10][CH2:9]1)=O)(C)(C)C.C(OC(N1CCC(C2C(OC)=NN(C)C=2C(F)(F)F)CC1)=O)(C)(C)C>N1CCCCC1>[CH3:20][O:19][C:18]1[N:17]([CH3:21])[N:16]=[C:15]([C:22]([F:25])([F:23])[F:24])[C:14]=1[CH:11]1[CH2:12][CH2:13][NH:8][CH2:9][CH2:10]1. Procedure details: The title compound was prepared using conditions similar to those described in Piperidine 35, Step E, substituting 1-(tert-butoxycarbonyl-4-(5-methoxy-1-methyl-3-(trifluoromethyl)-(1H)-pyrazol-4-yl)piperidine (from Piperidine 35, Step D) for 1-(tert-butoxycarbonyl-4-(3-methoxy-1-methyl-5-(trifluoromethyl)-(1H)-pyrazol-4-yl)piperidine. For the title compound: 1H NMR (500 MHz, CD3OD) δ 3.94 (s, 3H), 3.72 (s, 3H), 3.10 (d, J=13, 2), 2.70 (tt, J=13, 4, 1H), 2.64 (td, J=13, 3, 2H), 1.84 (qd, J=13, 4,... The reactants are P(=O)(Cl)(Cl)Cl (phosphorus oxychloride), CN(C)C=O (DMF), C(CCCCCCCCCCCCCCC)N(C(CC)=O)C=1SC=CC1 (N-hexadecyl-N-(2-thienyl)-propionic acid amide). Run at time 1 hour. Product: C(=O)C1=CC=C(S1)N(C(CC)=O)CCCCCCCCCCCCCCCC (N-(5-Formyl-thien-2-yl)-N-hexadecyl-propionic acid amide). As a reaction SMILES: [CH2:1]([N:17]([C:22]1[S:23][CH:24]=[CH:25][CH:26]=1)[C:18](=[O:21])[CH2:19][CH3:20])[CH2:2][CH2:3][CH2:4][CH2:5][CH2:6][CH2:7][CH2:8][CH2:9][CH2:10][CH2:11][CH2:12][CH2:13][CH2:14][CH2:15][CH3:16].P(Cl)(Cl)(Cl)=O.CN([CH:35]=[O:36])C>>[CH:35]([C:24]1[S:23][C:22]([N:17]([CH2:1][CH2:2][CH2:3][CH2:4][CH2:5][CH2:6][CH2:7][CH2:8][CH2:9][CH2:10][CH2:11][CH2:12][CH2:13][CH2:14][CH2:15][CH3:16])[C:18](=[O:21])[CH2:19][CH3:20])=[CH:26][CH:25]=1)=[O:36]. Reported procedure: 75 g of N-hexadecyl-N-(2-thienyl)-propionic acid amide are dissolved in 59 cc. of anhydrous DMF and 36.7 g of phosphorus oxychloride are added thereto dropwise with ice cooling such that the temperature of the reaction mixture does not increase above 20° C. Stirring is continued for 1 hour and 20° C. and the reaction mixture finally is heated 3 hours to 80° C. Ice is added to the reaction mixture and 5 N soda lye is added until reaching a pH of 6. The resulting mixture is extracted with ether, t... The reactants are Br, O=C1Cc2ccccc2CO1, CC(=O)O. The product is O=C(O)Cc1ccccc1CBr. Reaction SMILES: [BrH:12].[CH2:1]1[O:2][C:3](=[O:11])[CH2:4][c:5]2[cH:6][cH:7][cH:8][cH:9][c:10]21.[CH3:13][C:14](=[O:15])[OH:16]>>[CH2:1]([c:10]1[c:5]([CH2:4][C:3]([OH:2])=[O:11])[cH:6][cH:7][cH:8][cH:9]1)[Br:12].